Dataset: the Open Reaction Database (ORD), a public repository of structured organic reaction records. Task: describe an organic reaction: reactants, conditions, products, and yield Reactants: O=C([O-])[O-], CC(=O)O, CO, CN(C)CCCl, ClCCl, [Cs+], [Cs+], O=c1ccc(-c2cc3nccc(Oc4ccc([N+](=O)[O-])cc4F)c3s2)c[nH]1, [I-], [Na+], CN(C)C=O. Product: CN(C)CCn1cc(-c2cc3nccc(Oc4ccc([N+](=O)[O-])cc4F)c3s2)ccc1=O. Reaction SMILES: [C:34](=[O:35])([O-:36])[O-:37].[CH3:50][C:51](=[O:52])[OH:53].[CH3:54][OH:55].[Cl:28][CH2:29][CH2:30][N:31]([CH3:32])[CH3:33].[Cl:47][CH2:48][Cl:49].[Cs+:38].[Cs+:39].[F:1][c:2]1[c:3]([O:4][c:5]2[c:6]3[c:7]([n:8][cH:9][cH:10]2)[cH:11][c:12](-[c:14]2[cH:15][cH:16][c:17](=[O:20])[nH:18][cH:19]2)[s:13]3)[cH:21][cH:22][c:23]([N+:25](=[O:26])[O-:27])[cH:24]1.[I-:41].[Na+:40].[O:42]=[CH:43][N:44]([CH3:45])[CH3:46]>>[F:1][c:2]1[c:3]([O:4][c:5]2[c:6]3[c:7]([n:8][cH:9][cH:10]2)[cH:11][c:12](-[c:14]2[cH:15][cH:16][c:17](=[O:20])[n:18]([CH2:29][CH2:30][N:31]([CH3:32])[CH3:33])[cH:19]2)[s:13]3)[cH:21][cH:22][c:23]([N+:25](=[O:26])[O-:27])[cH:24]1. Reactants: CCO, CC(C)C=O, ClCCl, FC(F)(F)SCl. Product: CC(C)(C=O)SC(F)(F)F. RXN SMILES: [CH3:6][CH2:7][OH:8].[CH:1]([CH:2]([CH3:3])[CH3:4])=[O:5].[Cl:15][CH2:16][Cl:17].[F:9][C:10]([S:11][Cl:12])([F:13])[F:14]>>[CH:1]([C:2]([CH3:3])([CH3:4])[S:11][C:10]([F:9])([F:13])[F:14])=[O:5]. Reactants: C(C)(C)C(C(=O)O)CCCCCC1=CC=CC=C1 (2-isopropyl-7-phenylheptanoic acid), compound, [N+](=O)(O)[O-] (nitric acid). Solvent: C(C)(=O)O (acetic acid). Conditions: time 30 minute. The product is C(C)(C)C(C(=O)O)CCCCCC1=CC=C(C=C1)[N+](=O)[O-] (2-isopropyl-7-(p-nitrophenyl)heptanoic acid). Reaction SMILES: [CH:1]([CH:4]([CH2:8][CH2:9][CH2:10][CH2:11][CH2:12][C:13]1[CH:18]=[CH:17][CH:16]=[CH:15][CH:14]=1)[C:5]([OH:7])=[O:6])([CH3:3])[CH3:2].[N+:19]([O-])([OH:21])=[O:20]>C(O)(=O)C>[CH:1]([CH:4]([CH2:8][CH2:9][CH2:10][CH2:11][CH2:12][C:13]1[CH:14]=[CH:15][C:16]([N+:19]([O-:21])=[O:20])=[CH:17][CH:18]=1)[C:5]([OH:7])=[O:6])([CH3:3])[CH3:2]. Reported procedure: 2-isopropyl-7-phenylheptanoic acid (1.0 g; prepared as the intermediate for the compound of example 1 (b)) was dissolved in anhydrous acetic acid (5ml). The solution was cooled in an ice-bath. Fuming nitric acid (0.4 ml) was dropped into the solution. The solution was stirred for 30 mins. Anhydrous acetic acid was quenched by adding potassium hydroxide to the reaction solution. The reaction solution adjusted to pH 6.0~7.0 was extracted with ethyl acetate. The ethyl acetate layer separated was wa... The reactants are [H-].[Al+3].[Li+].[H-].[H-].[H-] (lithium aluminum hydride), C(C)C1=C(C(=O)OC)C=CC(=N1)C (methyl 2-ethyl-6-methylnicotinate), O.O.O.O.O.O.O.O.O.O.S(=O)(=O)([O-])[O-].[Na+].[Na+] (sodium sulfate decahydrate). Run in C1CCOC1 (THF), C1CCOC1 (THF). Conditions: temperature 0 celsius, time 20 minute. The product is C(C)C1=NC(=CC=C1CO)C ((2-Ethyl-6-methylpyridin-3-yl)methanol). The yield is 83.4%. Reaction SMILES: [H-].[Al+3].[Li+].[H-].[H-].[H-].[CH2:7]([C:9]1[N:18]=[C:17]([CH3:19])[CH:16]=[CH:15][C:10]=1[C:11](OC)=[O:12])[CH3:8].O.O.O.O.O.O.O.O.O.O.S([O-])([O-])(=O)=O.[Na+].[Na+]>C1COCC1>[CH2:7]([C:9]1[C:10]([CH2:11][OH:12])=[CH:15][CH:16]=[C:17]([CH3:19])[N:18]=1)[CH3:8] |f:0.1.2.3.4.5,7.8.9.10.11.12.13.14.15.16.17.18.19|. Reported procedure: To a mixture of lithium aluminum hydride (220 mg) and THF (dry) (15 mL) was added a solution of methyl 2-ethyl-6-methylnicotinate (519 mg) in THF (dry) (5 mL) at 0° C. The mixture was stirred at 0° C. under nitrogen atmosphere for 20 min. To the mixture was added sodium sulfate decahydrate (1.8 g) and the mixture was stirred overnight. After filtrating, the filtrate was concentrated in vacuo, and the residue was purified by silica gel column chromatography (EtOAc/hexane) to give the title compou... The reactants are CCOC(=O)c1cc2c(Oc3ccc(F)c(F)c3)cccc2[nH]1, CO, [Li+], [OH-], O. Yields the product O=C(O)c1cc2c(Oc3ccc(F)c(F)c3)cccc2[nH]1. Reaction SMILES: [CH2:1]([CH3:2])[O:3][C:4](=[O:5])[c:6]1[nH:7][c:8]2[cH:9][cH:10][cH:11][c:12]([O:15][c:16]3[cH:17][c:18]([F:23])[c:19]([F:22])[cH:20][cH:21]3)[c:13]2[cH:14]1.[CH3:26][OH:27].[Li+:25].[OH-:24].[OH2:28]>>[O:3]=[C:4]([OH:5])[c:6]1[nH:7][c:8]2[cH:9][cH:10][cH:11][c:12]([O:15][c:16]3[cH:17][c:18]([F:23])[c:19]([F:22])[cH:20][cH:21]3)[c:13]2[cH:14]1.